From a dataset of the Open Reaction Database (ORD), a public repository of structured organic reaction records. describe an organic reaction: reactants, conditions, products, and yield Starting materials: teflon, OC1=CC=C(C=C1)NC(\C=C/C(=O)O)=O (N-(4-hydroxyphenyl)maleamic acid), C(C)(=O)[O-].[Na+] (sodium acetate), C(C)(=O)OC(C)=O (acetic anhydride), silicone oil. Run in O (water). Reaction conditions: time 2 hour. The product is C(C)(=O)OC1=CC=C(C=C1)N1C(C=CC1=O)=O (N-(4-acetoxyphenyl)maleimide). The yield is 53.0%. RXN SMILES: [OH:1][C:2]1[CH:7]=[CH:6][C:5]([NH:8][C:9](=[O:15])/[CH:10]=[CH:11]\[C:12](O)=[O:13])=[CH:4][CH:3]=1.[C:16]([O-])(=[O:18])[CH3:17].[Na+].C(OC(=O)C)(=O)C>O>[C:16]([O:1][C:2]1[CH:7]=[CH:6][C:5]([N:8]2[C:9](=[O:15])[CH:10]=[CH:11][C:12]2=[O:13])=[CH:4][CH:3]=1)(=[O:18])[CH3:17] |f:1.2|. Procedure details: To a three-neck 1 liter reaction vessel equipped with a condenser, a teflon stirring rod and a thermometer, 97 g (0.49 moles) of N-(4-hydroxyphenyl)maleamic acid, 27.7 g (0.38 moles) of sodium acetate and 400 g of acetic anhydride are added and then heated by using silicone oil. When the reaction solution reaches 70° C. for 2 hours with stirring, the solution is poured into a large amount of distilled water and a great amount of precipitates are formed. The precipitate is taken by filtration and...